Dataset: the Open Reaction Database (ORD), a public repository of structured organic reaction records. Task: describe an organic reaction: reactants, conditions, products, and yield Starting materials: C(=O)(O)[O-].[Na+] (NaHCO3), FC1=C(C=CC2=C1SC(=C2)C2=CC=C(C=C2)O)OC (7-fluoro-2-[4-hydroxyphenyl]-6-methoxybenzo[b]thiophene), Cl.ClCCN1CCCC1 (1-(2-chloroethyl)pyrrolidine hydrochloride), C(=O)([O-])[O-].[Cs+].[Cs+] (Cs2CO3). The solvent is CN(C)C=O (DMF). Product: C(C(=O)O)(=O)O.C(C(=O)O)(=O)O.FC1=C(C=CC2=C1SC(=C2CC2=CC=C(C=C2)OCCN2CCCC2)C2=CC=C(OCCN1CCCC1)C=C2)O (1-[2-[4-[7-Fluoro-6-hydroxy-3-[4-[2-(1-pyrrolidinyl)ethoxy]benzyl]benzo[b]thiophen-2-yl]phenoxy]ethyl]pyrrolidine Dioxalate). Reaction SMILES: [F:1][C:2]1[C:7]2[S:8][C:9]([C:11]3[CH:16]=[CH:15][C:14]([OH:17])=[CH:13][CH:12]=3)=[CH:10][C:6]=2[CH:5]=[CH:4][C:3]=1[O:18]C.Cl.Cl[CH2:22][CH2:23][N:24]1[CH2:28][CH2:27][CH2:26][CH2:25]1.[C:29]([O-:32])([O-:31])=[O:30].[Cs+].[Cs+].[C:35]([O-:38])([OH:37])=[O:36].[Na+]>CN(C=O)C>[C:35]([OH:37])(=[O:36])[C:29]([OH:32])=[O:31].[C:29]([OH:31])(=[O:30])[C:35]([OH:38])=[O:37].[F:1][C:2]1[C:7]2[S:8][C:9]([C:11]3[CH:16]=[CH:15][C:14]([O:17][CH2:22][CH2:23][N:24]4[CH2:28][CH2:27][CH2:26][CH2:25]4)=[CH:13][CH:12]=3)=[C:10]([CH2:10][C:6]3[CH:7]=[CH:2][C:29]([O:32][CH2:22][CH2:23][N:24]4[CH2:28][CH2:27][CH2:26][CH2:25]4)=[CH:4][CH:5]=3)[C:6]=2[CH:5]=[CH:4][C:3]=1[OH:18] |f:1.2,3.4.5,6.7,9.10.11|. Procedure: A solution of 7-fluoro-2-[4-hydroxyphenyl]-6-methoxybenzo[b]thiophene (Part C; 550 mg, 2.0 mmol), 1-(2-chloroethyl)pyrrolidine hydrochloride (375 mg, 2.2 mmol) and Cs2CO3 (1.65 g, 5.0 mmol) in 20 mL of DMF was heated at 80° C. for 5 h. The reaction mixture was cooled to ambient temperature and poured into saturated aqueous NaHCO3 solution (20 mL). The aqueous layer was extracted with EtOAc (2×20 mL). The combined organics were washed with H2O (2×50 mL) and brine (50 mL), dried over Na2SO4, filte...